From a dataset of the Open Reaction Database (ORD), a public repository of structured organic reaction records. describe an organic reaction: reactants, conditions, products, and yield Starting materials: ClC=1N=CC2=C(N(CCC(N2C)=O)C2CC(CC2)C)N1 ((rac)-2-chloro-5-methyl-9-(3-methyl-cyclopentyl)-5,7,8,9-tetrahydro-pyrimido[4,5-b][1,4]diazepin-6-one), NC1=C(C=C(C(=O)O)C=C1)OC (4-amino-3-methoxy-benzoic acid), C(C)O (ethanol). Reagents/catalysts: Cl (hydrochloric acid). Solvent: O (water). The product is COC=1C=C(C(=O)O)C=CC1NC=1N=CC2=C(N(CCC(N2C)=O)C2CC(CC2)C)N1 ((rac)-3-methoxy-4-[5-methyl-9-(3-methyl-cyclopentyl)-6-oxo-6,7,8,9-tetrahydro-5H-pyrimido[4,5-b][1,4]diazepin-2-ylamino]-benzoic acid). The yield is 74.4%. RXN SMILES: Cl[C:2]1[N:3]=[CH:4][C:5]2[N:11]([CH3:12])[C:10](=[O:13])[CH2:9][CH2:8][N:7]([CH:14]3[CH2:18][CH2:17][CH:16]([CH3:19])[CH2:15]3)[C:6]=2[N:20]=1.[NH2:21][C:22]1[CH:30]=[CH:29][C:25]([C:26]([OH:28])=[O:27])=[CH:24][C:23]=1[O:31][CH3:32].C(O)C>Cl.O>[CH3:32][O:31][C:23]1[CH:24]=[C:25]([CH:29]=[CH:30][C:22]=1[NH:21][C:2]1[N:3]=[CH:4][C:5]2[N:11]([CH3:12])[C:10](=[O:13])[CH2:9][CH2:8][N:7]([CH:14]3[CH2:18][CH2:17][CH:16]([CH3:19])[CH2:15]3)[C:6]=2[N:20]=1)[C:26]([OH:28])=[O:27]. Reported procedure: A mixture of 0.09 g (0.0003 mole) of (rac)-2-chloro-5-methyl-9-(3-methyl-cyclopentyl)-5,7,8,9-tetrahydro-pyrimido[4,5-b][1,4]diazepin-6-one (VII-58), 0.06 g (0.00036 mole) of 4-amino-3-methoxy-benzoic acid, 0.5 mL of ethanol, 2 mL of water, and 2 drops of hydrochloric acid was heated at 100 degrees overnight. Upon cooling, a precipitate formed which was collected by filtration to give 0.095 g of (rac)-3-methoxy-4-[5-methyl-9-(3-methyl-cyclopentyl)-6-oxo-6,7,8,9-tetrahydro-5H-pyrimido[4,5-b][1,4]...